Dataset: the Open Reaction Database (ORD), a public repository of structured organic reaction records. Task: describe an organic reaction: reactants, conditions, products, and yield The reactants are O=C(O)c1csc(Br)c1, COc1cccc(CN)c1, CCN=C=NCCCN(C)C, CCOC(C)=O, CN(C)C=O, O, On1nnc2ccccc21. Yields the product COc1cccc(CNC(=O)c2csc(Br)c2)c1. RXN SMILES: [Br:1][c:2]1[cH:3][c:4]([C:7](=[O:8])[OH:9])[cH:5][s:6]1.[CH3:10][O:11][c:12]1[cH:13][c:14]([CH2:15][NH2:16])[cH:17][cH:18][cH:19]1.[CH3:20][CH2:21][N:22]=[C:23]=[N:24][CH2:25][CH2:26][CH2:27][N:28]([CH3:29])[CH3:30].[CH3:47][CH2:48][O:49][C:50]([CH3:51])=[O:52].[O:42]=[CH:43][N:44]([CH3:45])[CH3:46].[OH2:41].[OH:31][n:32]1[c:33]2[c:34]([cH:35][cH:36][cH:37][cH:38]2)[n:39][n:40]1>>[Br:1][c:2]1[cH:3][c:4]([C:7](=[O:9])[NH:16][CH2:15][c:14]2[cH:13][c:12]([O:11][CH3:10])[cH:19][cH:18][cH:17]2)[cH:5][s:6]1. Reactants: O=C(CC(=O)OCC)NC1=CC=CC=C1 (Ethyl 3-oxo-3-(phenylamino)propionate), COC=CC(C)=O (4-methoxy-3-buten-2-one), [O-]CC.[Na+] (sodium ethoxide), resultant solution, O.[OH-].[Li+] (lithium hydroxide monohydrate). Run in O (water), CO (methanol). Conditions: time 8 hour. The product is CC1=CC=C(C(N1C1=CC=CC=C1)=O)C(=O)O (1,2-dihydro-6-methyl-2-oxo-1-phenylpyridine-3-carboxylic acid). Yield: 70.1%. RXN SMILES: [O:1]=[C:2]([NH:9][C:10]1[CH:15]=[CH:14][CH:13]=[CH:12][CH:11]=1)[CH2:3][C:4]([O:6]CC)=[O:5].CO[CH:18]=[CH:19][C:20](=O)[CH3:21].[O-]CC.[Na+].O.[OH-].[Li+]>CO.O>[CH3:18][C:19]1[N:9]([C:10]2[CH:11]=[CH:12][CH:13]=[CH:14][CH:15]=2)[C:2](=[O:1])[C:3]([C:4]([OH:6])=[O:5])=[CH:21][CH:20]=1 |f:2.3,4.5.6|. Reported procedure: Ethyl 3-oxo-3-(phenylamino)propionate (56.8 g, 0.27 mol) and 4-methoxy-3-buten-2-one (30.2 g, 0.30 mol) were dissolved in methanol (300 mL), and 20% sodium ethoxide. (112 g, 0.33 mol) was added dropwise thereto at room temperature. After the dropwise addition, the mixture was refluxed for 8 hours under heating. The reaction mixture was cooled and then concentrated under reduced pressure, and thus obtained residue was dissolved in a mixed solution of 1,4-dioxane (200 mL) and water (200 mL). To th... Starting materials: C(O)NC(C=C)=O (N-methylolacrylamide), C(CCC)O (butanol), C1(=CC=C(C=C1)S(=O)(=O)O)C (p-toluenesulfonic acid). RXN SMILES: C([NH:3][C:4](=[O:7])[CH:5]=[CH2:6])O.[C:8]1(C)C=C[C:11](S(O)(=O)=O)=[CH:10][CH:9]=1.[CH2:19]([OH:23])CCC>>[CH2:8]([O:23][CH2:19][C:5](=[CH2:6])[C:4]([NH2:3])=[O:7])[CH2:9][CH2:10][CH3:11]. Procedure details: A reaction vessel equipped with a condenser, a stirrer, a thermometer, a nitrogen gas introducing tube and a dropping funnel was charged with 50.6 parts of N-methylolacrylamide and 148 parts of butanol and adjusted to pH 3.0 by adding p-toluenesulfonic acid. The reaction was started with refluxing and terminated for about four hours. The reaction product was neutralized with dimethylaminopropylmethacrylamide and butanol was removed under a reduced pressure to obtain 75 parts of n-butoxymethylacr... Product: 75, C(CCC)OCC(C(=O)N)=C (n-butoxymethylacrylamide). The reactants are CCO, CC(CCC(=O)O)(N1C(=O)c2ccccc2C1=O)C(F)(F)F, NN, O. Yields the product CC(N)(CCC(=O)O)C(F)(F)F. RXN SMILES: [CH3:26][CH2:27][OH:28].[F:1][C:2]([C:3]([CH2:4][CH2:5][C:6](=[O:7])[OH:8])([CH3:9])[N:10]1[C:11](=[O:12])[c:13]2[cH:14][cH:15][cH:16][cH:17][c:18]2[C:19]1=[O:20])([F:21])[F:22].[NH2:24][NH2:25].[OH2:23]>>[F:1][C:2]([C:3]([CH2:4][CH2:5][C:6](=[O:7])[OH:8])([CH3:9])[NH2:10])([F:21])[F:22]. Run at time 1 hour. Isolated yield 91.6%. Product: COC1=C2C=C(NC2=CC=C1)C(=O)OCC1=CC=CC=C1 (Benzyl 4-methoxyindole-2-carboxylate). Procedure details: 2.65 g of 4-methoxyindole-2-carboxylic acid are dissolved in 15 ml of DMF, 2.11 g of DBU are added and the mixture is then stirred at RT for 1 hour. 2.61 g of benzyl bromide are added dropwise at RT and this mixture is stirred for 5 hours at RT. The mixture is concentrated under vacuum and the residue is taken up in EtOAc, washed with water, with saturated Na2CO3 solution, with sulphate buffer and then with saturated aqueous NaCl. This solution is dried over Na2SO4 and concentrated. 3.57 g of th... Run in CN(C)C=O (DMF). Reaction SMILES: [CH3:1][O:2][C:3]1[CH:11]=[CH:10][CH:9]=[C:8]2[C:4]=1[CH:5]=[C:6]([C:12]([OH:14])=[O:13])[NH:7]2.C1CCN2C(=NCCC2)CC1.[CH2:26](Br)[C:27]1[CH:32]=[CH:31][CH:30]=[CH:29][CH:28]=1>CN(C=O)C>[CH3:1][O:2][C:3]1[CH:11]=[CH:10][CH:9]=[C:8]2[C:4]=1[CH:5]=[C:6]([C:12]([O:14][CH2:26][C:27]1[CH:32]=[CH:31][CH:30]=[CH:29][CH:28]=1)=[O:13])[NH:7]2. Starting materials: C1CCC2=NCCCN2CC1 (DBU), COC1=C2C=C(NC2=CC=C1)C(=O)O (4-methoxyindole-2-carboxylic acid), C(C1=CC=CC=C1)Br (benzyl bromide). Reactants: ClCC=1C(=NC2=CC(=C(C=C2N1)Cl)Cl)Cl (3-chloromethyl-2,6,7-trichloroquinoxaline), CS(=O)O (methanesulfinic acid), [Na] (sodium). Solvent: CN(C)C=O (DMF). Conditions: time 8 hour. The product is ClC=1C=C2N=C(C(=NC2=CC1Cl)S(=O)(=O)C)CS(=O)(=O)C (6,7-Dichloro-2-methylsulfonyl-3-(methylsulfonyl)methyl-quinoxaline). Reaction SMILES: Cl[CH2:2][C:3]1[C:4](Cl)=[N:5][C:6]2[C:11]([N:12]=1)=[CH:10][C:9]([Cl:13])=[C:8]([Cl:14])[CH:7]=2.[CH3:16][S:17]([OH:19])=[O:18].[Na]>CN(C=O)C>[Cl:13][C:9]1[CH:10]=[C:11]2[C:6](=[CH:7][C:8]=1[Cl:14])[N:5]=[C:4]([S:17]([CH3:16])(=[O:19])=[O:18])[C:3]([CH2:2][S:17]([CH3:16])(=[O:19])=[O:18])=[N:12]2 |^1:19|. Reported procedure: To a solution of 3-chloromethyl-2,6,7-trichloroquinoxaline (150 mg, 0.53 mmol) in DMF (3 ml) was added methanesulfinic acid, sodium salt (120 mg, 1.06 mmol). The reaction mixture was stirred at room temperature overnight. The solvent was removed and the residue was purified by column chromatography (ethyl acetate:hexane 1:2) to afford the title compounds as a white solid.